From a dataset of the Open Reaction Database (ORD), a public repository of structured organic reaction records. describe an organic reaction: reactants, conditions, products, and yield The reactants are ice, C(C)OC=1C=C(C=C2C=C(NC12)C=1SC(CN1)CC(=O)O)OC=1C=NC(=CC1)S(=O)(=O)C ([2-(7-ethoxy-5-{[6-(methylsulfonyl)pyridin-3-yl]oxy}-1H-indol-2-yl)-4,5-dihydro-1,3-thiazol-5-yl]acetic acid), ON1N=NC2=C1C=CC=C2 (1-hydroxybenzotriazole), Cl.C(C)N=C=NCCCN(C)C (1-ethyl-3-(3-dimethylaminopropyl)carbodiimide hydrochloride), Cl.CN (methylamine hydrochloride). Solvent: CN(C=O)C (N,N-dimethylformamide), C(C)N(CC)CC (triethylamine). Yields the product C(C)OC=1C=C(C=C2C=C(NC12)C=1SC(CN1)CC(=O)NC)OC=1C=NC(=CC1)S(=O)(=O)C (2-[2-(7-Ethoxy-5-{[6-(methylsulfonyl)pyridin-3-yl]oxy}-1H-indol-2-yl)-4,5-dihydro-1,3-thiazol-5-yl]-N-methylacetamide). Isolated yield 98.4%. Reaction SMILES: Cl.CN.[CH2:4]([O:6][C:7]1[CH:8]=[C:9]([O:25][C:26]2[CH:27]=[N:28][C:29]([S:32]([CH3:35])(=[O:34])=[O:33])=[CH:30][CH:31]=2)[CH:10]=[C:11]2[C:15]=1[NH:14][C:13]([C:16]1[S:17][CH:18]([CH2:21][C:22](O)=[O:23])[CH2:19][N:20]=1)=[CH:12]2)[CH3:5].O[N:37]1[C:41]2C=CC=CC=2N=N1.Cl.C(N=C=NCCCN(C)C)C>CN(C)C=O.C(N(CC)CC)C>[CH2:4]([O:6][C:7]1[CH:8]=[C:9]([O:25][C:26]2[CH:27]=[N:28][C:29]([S:32]([CH3:35])(=[O:34])=[O:33])=[CH:30][CH:31]=2)[CH:10]=[C:11]2[C:15]=1[NH:14][C:13]([C:16]1[S:17][CH:18]([CH2:21][C:22]([NH:37][CH3:41])=[O:23])[CH2:19][N:20]=1)=[CH:12]2)[CH3:5] |f:0.1,4.5|. Procedure: To an ice-cooled and stirred mixture of methylamine hydrochloride (26 mg) and triethylamine (0.053 mL) in N,N-dimethylformamide (5 mL) were added [2-(7-ethoxy-5-{[6-(methylsulfonyl)pyridin-3-yl]oxy}-1H-indol-2-yl)-4,5-dihydro-1,3-thiazol-5-yl]acetic acid (90 mg), 1-hydroxybenzotriazole (52 mg) and 1-ethyl-3-(3-dimethylaminopropyl)carbodiimide hydrochloride (73 mg). After stirring at 4° C. to room temperature for 15 h, the reaction mixture was partitioned between ethyl acetate and water. The orga... Starting materials: BrCCCCc1cccs1, CCOP(OCC)OCC, O. The product is CCOP(=O)(CCCCc1cccs1)OCC. Reaction SMILES: [Br:1][CH2:2][CH2:3][CH2:4][CH2:5][c:6]1[s:7][cH:8][cH:9][cH:10]1.[CH2:12]([CH3:13])[O:14][P:15]([O:16][CH2:17][CH3:18])[O:19][CH2:20][CH3:21].[OH2:11]>>[CH2:2]([CH2:3][CH2:4][CH2:5][c:6]1[s:7][cH:8][cH:9][cH:10]1)[P:15]([O:14][CH2:12][CH3:13])([O:16][CH2:17][CH3:18])=[O:19].